Task: describe an organic reaction: reactants, conditions, products, and yield. Dataset: the Open Reaction Database (ORD), a public repository of structured organic reaction records Starting materials: Cl.Cl.CC1=NC2=CC=CC(=C2C=C1)N1CCN(CC1)CCC=1C=C(C=CC1)N1C(NCC1)=O (1-(3-{2-[4-(2-Methyl-5-quinolinyl)-1-piperazinyl]ethyl}phenyl)-2-imidazolidinone dihydrochloride), [H-].[Na+] (sodium hydride), IC(C)C (2-iodopropane). The solvent is CN(C)C=O (DMF). Product: Cl.Cl.CC(C)N1C(N(CC1)C1=CC(=CC=C1)CCN1CCN(CC1)C1=C2C=CC(=NC2=CC=C1)C)=O (1-(1-Methylethyl)-3-(3-{2-[4-(2-methyl-5-quinolinyl)-1-piperazinyl]ethyl}phenyl)-2-imidazolidinone dihydrochloride). RXN SMILES: [ClH:1].Cl.[CH3:3][C:4]1[CH:13]=[CH:12][C:11]2[C:6](=[CH:7][CH:8]=[CH:9][C:10]=2[N:14]2[CH2:19][CH2:18][N:17]([CH2:20][CH2:21][C:22]3[CH:23]=[C:24]([N:28]4[CH2:32][CH2:31][NH:30][C:29]4=[O:33])[CH:25]=[CH:26][CH:27]=3)[CH2:16][CH2:15]2)[N:5]=1.[H-].[Na+].I[CH:37]([CH3:39])[CH3:38]>CN(C=O)C>[ClH:1].[ClH:1].[CH3:38][CH:37]([N:30]1[CH2:31][CH2:32][N:28]([C:24]2[CH:25]=[CH:26][CH:27]=[C:22]([CH2:21][CH2:20][N:17]3[CH2:18][CH2:19][N:14]([C:10]4[CH:9]=[CH:8][CH:7]=[C:6]5[C:11]=4[CH:12]=[CH:13][C:4]([CH3:3])=[N:5]5)[CH2:15][CH2:16]3)[CH:23]=2)[C:29]1=[O:33])[CH3:39] |f:0.1.2,3.4,7.8.9|. Procedure details: The title compound was prepared according to the procedure described for Example 156 using 1-(3-{2-[4-(2-methyl-5-quinolinyl)-1-piperazinyl]ethyl}phenyl)-2-imidazolidinone (Example 85, 50 mg), DMF (1 mL), sodium hydride (60%, 10 mg) and 2-iodopropane (13 μL). Yield 17 mg. Reactants: C(C1=CC=CC=C1)OC1=C(C(=O)O)C=C(C=C1)C=C (2-benzyloxy-5-vinylbenzoic acid), S(=O)(Cl)Cl (thionyl chloride), CNC (dimethylamine), CN(C=O)C (N,N-dimethylformamide). Run in C1=CC=CC=C1 (benzene), O (Water), O1CCCC1 (tetrahydrofuran). The product is C(C1=CC=CC=C1)OC1=C(C(=O)N(C)C)C=C(C=C1)C=C (2-benzyloxy-N,N-dimethyl-5-vinylbenzamide). As a reaction SMILES: [CH2:1]([O:8][C:9]1[CH:17]=[CH:16][C:15]([CH:18]=[CH2:19])=[CH:14][C:10]=1[C:11](O)=[O:12])[C:2]1[CH:7]=[CH:6][CH:5]=[CH:4][CH:3]=1.S(Cl)(Cl)=O.[CH3:24][N:25](C)[CH:26]=O.CNC>C1C=CC=CC=1.O1CCCC1.O>[CH2:1]([O:8][C:9]1[CH:17]=[CH:16][C:15]([CH:18]=[CH2:19])=[CH:14][C:10]=1[C:11]([N:25]([CH3:26])[CH3:24])=[O:12])[C:2]1[CH:7]=[CH:6][CH:5]=[CH:4][CH:3]=1. Procedure: To a solution of 2-benzyloxy-5-vinylbenzoic acid (607 mg) in benzene (10 ml) were added thionyl chloride (350 μl) and a catalytic amount of N,N-dimethylformamide, and the mixture was heated under reflux for 1 hour with stirring. After concentration of the reaction mixture under reduced pressure, the residue was dissolved in tetrahydrofuran (5 ml), and an excess amount of 50% aqueous dimethylamine solution was added to the stirred solution under ice-cooling. Water was added to the reaction mixtur... The solvent is N1=CC=CC=C1 (pyridine). Reaction SMILES: [OH:1][C@@:2]1([C:22]#[C:23][CH3:24])[CH:8]=[CH:7][C@H:6]2[C@H:9]3[C@H:18]([CH2:19][CH2:20][C@:3]12[CH2:4][CH3:5])[C@@H:17]1[C:12](=[CH:13][C:14](=[O:21])[CH2:15][CH2:16]1)[CH2:11][CH2:10]3.[C:25](OC(=O)C)(=[O:27])[CH3:26]>CN(C)C1C=CN=CC=1.N1C=CC=CC=1>[C:25]([O:1][C@@:2]1([C:22]#[C:23][CH3:24])[CH:8]=[CH:7][C@H:6]2[C@H:9]3[C@H:18]([CH2:19][CH2:20][C@:3]12[CH2:4][CH3:5])[C@@H:17]1[C:12](=[CH:13][C:14](=[O:21])[CH2:15][CH2:16]1)[CH2:11][CH2:10]3)(=[O:27])[CH3:26]. Reagents/catalysts: CN(C1=CC=NC=C1)C (4-(dimethylamino)-pyridine). Reported procedure: Under nitrogen, 250 mg. of 17β-hydroxy-18-methyl-17α-propinyl-4,15-estradien-3-one in 2.5 ml. of pyridine is agitated at room temperature for 2 hours with 1 ml. of acetic anhydride and 10 mg. of 4-(dimethylamino)-pyridine. After the reaction mixture has been worked up as described in Example 36, and after the crude product has been chromatographed on silica gel with acetone-hexane, 110 mg. of 17β-acetoxy-18-methyl-17α-propin-1-yl-4,15-estradien-3-one is obtained. Starting materials: O[C@@]1([C@]2(CC)[C@@H](C=C1)[C@@H]1CCC3=CC(CC[C@@H]3[C@H]1CC2)=O)C#CC (17β-hydroxy-18-methyl-17α-propinyl-4,15-estradien-3-one), C(C)(=O)OC(C)=O (acetic anhydride). Yields the product C(C)(=O)O[C@@]1([C@]2(CC)[C@@H](C=C1)[C@@H]1CCC3=CC(CC[C@@H]3[C@H]1CC2)=O)C#CC (17β-acetoxy-18-methyl-17α-propin-1-yl-4,15-estradien-3-one).